This data is from the Open Reaction Database (ORD), a public repository of structured organic reaction records. The task is: describe an organic reaction: reactants, conditions, products, and yield Reactants: N1(CCC2=CC=CC=C12)S(=O)(=O)C=1C=C(C(=O)O)C=CC1 (3-(indolin-1-ylsulfonyl)benzoic acid), COC=1C=C(N)C=CC1 (3-methoxyaniline). Yields the product N1(CCC2=CC=CC=C12)S(=O)(=O)C=1C=C(C(=O)NC2=CC(=CC=C2)OC)C=CC1 (3-(indolin-1-ylsulfonyl)-N-(3-methoxyphenyl)benzamide). As a reaction SMILES: [N:1]1([S:10]([C:13]2[CH:14]=[C:15]([CH:19]=[CH:20][CH:21]=2)[C:16](O)=[O:17])(=[O:12])=[O:11])[C:9]2[C:4](=[CH:5][CH:6]=[CH:7][CH:8]=2)[CH2:3][CH2:2]1.[CH3:22][O:23][C:24]1[CH:25]=[C:26]([CH:28]=[CH:29][CH:30]=1)[NH2:27]>>[N:1]1([S:10]([C:13]2[CH:14]=[C:15]([CH:19]=[CH:20][CH:21]=2)[C:16]([NH:27][C:26]2[CH:28]=[CH:29][CH:30]=[C:24]([O:23][CH3:22])[CH:25]=2)=[O:17])(=[O:11])=[O:12])[C:9]2[C:4](=[CH:5][CH:6]=[CH:7][CH:8]=2)[CH2:3][CH2:2]1. Reported procedure: 3-(indolin-1-ylsulfonyl)benzoic acid (3) (200 mg, 0.66 mmol) and 3-methoxyaniline (68 mg, 0.55 mmol) using method C. The residue was purified using flash chromatography eluting with 0-30% EtOAc in hexanes. The resulting solid was triturated with dichloromethane/hexanes to give 3-(indolin-1-ylsulfonyl)-N-(3-methoxyphenyl)benzamide as an off-white solid. Yield: 94 mg (42%). 1H-NMR: 8.34 (s, 1H), 8.22 (d, J=8.0 Hz, 1H), 7.99 (d, J=8.0 Hz, 1H), 7.72 (t, J=8.0 Hz, 1H), 7.51 (d, J=8.0 Hz, 1H), 7.42 (t...